describe an organic reaction: reactants, conditions, products, and yield From a dataset of the Open Reaction Database (ORD), a public repository of structured organic reaction records. Reactants: NC1=C(N=C(S1)SC)C1=CC=CC=C1 (5-amino-2-(methylsulfanyl)-4-phenylthiazole), OO (hydrogen peroxide). Solvent: C(C)(=O)O (acetic acid). Product: NC1=C(N=C(S1)S(=O)C)C1=CC=CC=C1 (5-amino-2-(methylsulfinyl)-4-phenylthiazole). Isolated yield 87.0%. RXN SMILES: [NH2:1][C:2]1[S:6][C:5]([S:7][CH3:8])=[N:4][C:3]=1[C:9]1[CH:14]=[CH:13][CH:12]=[CH:11][CH:10]=1.[OH:15]O>C(O)(=O)C>[NH2:1][C:2]1[S:6][C:5]([S:7]([CH3:8])=[O:15])=[N:4][C:3]=1[C:9]1[CH:10]=[CH:11][CH:12]=[CH:13][CH:14]=1. Reported procedure: To 5-amino-2-(methylsulfanyl)-4-phenylthiazole (305 mg, 1.37 mmol) in acetic acid (3.0 ml) was added aqueous hydrogen peroxide (660 μl, 30% wt, 6.9 mmol) dropwise at ambient temperature. After 4 hr the mixture was partitioned between dichloromethane (60 ml) and water (60 ml). The organic phase was separated, washed with brine, dried over sodium sulfate, filtered and concentrated in vacuo. Flash chromatography on silica gel (ethyl acetate/hexanes) yielded pure 5-amino-2-(methylsulfinyl)-4-phenylt... Starting materials: NC1=CC=CC=C1 (aniline), TEA, ClC(=CC(=O)C=1C(=NC(=CC1C(F)(F)F)Cl)Cl)Cl (3,3-dichloro-1-[2,6-dichloro-4-(trifluoromethyl)-3-pyridinyl]-2-propen-1-one). Run in O1CCOCC1 (dioxane). Conditions: temperature 0 celsius, time 8 hour. The product is N(C1=CC=CC=C1)C(=CC(=O)C=1C(=NC(=CC1C(F)(F)F)Cl)Cl)NC1=CC=CC=C1 (3,3-dianilino-1-[2,6 dichloro-4-(trifluoromethyl)-3-pyridinyl]-2-propen-1-one). Isolated yield 43.0%. As a reaction SMILES: [NH2:1][C:2]1[CH:7]=[CH:6][CH:5]=[CH:4][CH:3]=1.Cl[C:9](Cl)=[CH:10][C:11]([C:13]1[C:14]([Cl:24])=[N:15][C:16]([Cl:23])=[CH:17][C:18]=1[C:19]([F:22])([F:21])[F:20])=[O:12]>O1CCOCC1>[NH:1]([C:9]([NH:1][C:2]1[CH:7]=[CH:6][CH:5]=[CH:4][CH:3]=1)=[CH:10][C:11]([C:13]1[C:14]([Cl:24])=[N:15][C:16]([Cl:23])=[CH:17][C:18]=1[C:19]([F:22])([F:21])[F:20])=[O:12])[C:2]1[CH:7]=[CH:6][CH:5]=[CH:4][CH:3]=1. Procedure details: A solution of aniline (18.4 mL, 202 mmol) in TEA (28.2 mL, 202 mmol) was added slowly to a cooled (0° C.) and stirred solution of 3,3-dichloro-1-[2,6-dichloro-4-(trifluoromethyl)-3-pyridinyl]-2-propen-1-one (22.9 g, 67.4 mmol) in dioxane (220 mL). The reaction was allowed to warm to room temperature and was stirred overnight. The mixture was treated with 10% HCI and extracted with Et2O (3×). The combined organic extracts were washed with brine, dried over Na2SO4 and concentrate in vacuo. Silica ... Starting materials: C(C)(C)(C)OC(=O)N1CCC2(C(NCN2C2=CC=C(C=C2)F)=O)CC1 (8-tert-butoxycarbonyl-1-(4-fluoro-phenyl)-4-oxo-1,3,8-triaza-spiro[4.5]decane), C(CC(O)(C(=O)O)CC(=O)O)(=O)O (citric acid), C(CC(O)(C(=O)O)CC(=O)O)(=O)O (citric acid), [H-].[Na+] (NaH), C(C1=CC=CC=C1)Br (benzyl bromide). The solvent is CN(C)C=O (DMF). Reaction conditions: time 3 hour. Yields the product C(C)(C)(C)OC(=O)N1CCC2(C(N(CN2C2=CC=C(C=C2)F)CC2=CC=CC=C2)=O)CC1 (8-tert-butoxycarbonyl-3-benzyl-1-(4-fluoro-phenyl)-4-oxo-1,3,8-triaza-spiro[4.5]decane). As a reaction SMILES: [C:1]([O:5][C:6]([N:8]1[CH2:25][CH2:24][C:11]2([N:15]([C:16]3[CH:21]=[CH:20][C:19]([F:22])=[CH:18][CH:17]=3)[CH2:14][NH:13][C:12]2=[O:23])[CH2:10][CH2:9]1)=[O:7])([CH3:4])([CH3:3])[CH3:2].[H-].[Na+].[CH2:28](Br)[C:29]1[CH:34]=[CH:33][CH:32]=[CH:31][CH:30]=1.C(O)(=O)CC(CC(O)=O)(C(O)=O)O>CN(C=O)C>[C:1]([O:5][C:6]([N:8]1[CH2:9][CH2:10][C:11]2([N:15]([C:16]3[CH:17]=[CH:18][C:19]([F:22])=[CH:20][CH:21]=3)[CH2:14][N:13]([CH2:28][C:29]3[CH:34]=[CH:33][CH:32]=[CH:31][CH:30]=3)[C:12]2=[O:23])[CH2:24][CH2:25]1)=[O:7])([CH3:4])([CH3:2])[CH3:3] |f:1.2|. Procedure details: Combine 8-tert-butoxycarbonyl-1-(4-fluoro-phenyl)-4-oxo-1,3,8-triaza-spiro[4.5]decane (12 mmol) and DMF (20 mL). Cool in an ice bath. Add NaH (18 mmol) in several portions. After the addition is complete, add benzyl bromide (18 mmol). Allow the reaction mixture to warm to ambient temperature. After 3 h, cool the reaction vessel using an ice bath and cautiously add 10% aqueous citric acid (20 mL). When gas evolution has ceased, pour into an additional 20 mL of 10% aqueous citric acid and extract ... Starting materials: Cl (HCl), ClC1=CC=C2C(=C(C(NC2=C1)=O)C1=CC=CC=C1)O (7-Chloro-4-hydroxy-3-phenyl-2(1H)-quinolone), CN(CCCN)C (3-dimethylaminopropylamine). The solvent is C(C)(=O)OCC (ethyl acetate). Yields the product CN(CCCNC1=C(C(NC2=CC(=CC=C12)Cl)=O)C1=CC=CC=C1)C (4-(3-Dimethylaminopropylamino)-7-chloro-3-phenyl-2(1H)quinolone). Reaction SMILES: [Cl:1][C:2]1[CH:11]=[C:10]2[C:5]([C:6](O)=[C:7]([C:13]3[CH:18]=[CH:17][CH:16]=[CH:15][CH:14]=3)[C:8](=[O:12])[NH:9]2)=[CH:4][CH:3]=1.[CH3:20][N:21]([CH3:26])[CH2:22][CH2:23][CH2:24][NH2:25].Cl>C(OCC)(=O)C>[CH3:20][N:21]([CH3:26])[CH2:22][CH2:23][CH2:24][NH:25][C:6]1[C:5]2[C:10](=[CH:11][C:2]([Cl:1])=[CH:3][CH:4]=2)[NH:9][C:8](=[O:12])[C:7]=1[C:13]1[CH:18]=[CH:17][CH:16]=[CH:15][CH:14]=1. Procedure: 7-Chloro-4-hydroxy-3-phenyl-2(1H)-quinolone (1 g) and 3-dimethylaminopropylamine (30 ml) were heated together in a similar manner to that described for Example 10 to give the crude product, which was suspended in a mixture of 1:1 ethyl acetate and 1N HCl and filtered. The aqueous phase was basified to pH14 with sodium hydroxide and then extracted into ethyl acetate. The organic layer was dried (MgSO4) and the solvent was removed to give the title compound (0.090 g); mp 177°-179° C. (diethyl ethe... Reactants: BrC1=CC=CC=2NC=NC21 (4-bromo-1H-benzo[d]imidazole), [H-].[Na+] (NaH), C[Si](C)(C)CCOCCl (SEM-Cl). The solvent is C1CCOC1 (THF). Conditions: temperature 0 celsius, time 30 minute. Product: BrC1=CC=CC=2N(C=NC21)COCC[Si](C)(C)C (4-bromo-1-((2-(trimethylsilyl)ethoxy)methyl)-1H-benzo[d]imidazole). The yield is 90.0%. As a reaction SMILES: [Br:1][C:2]1[C:10]2[N:9]=[CH:8][NH:7][C:6]=2[CH:5]=[CH:4][CH:3]=1.[H-].[Na+].[CH3:13][Si:14]([CH2:17][CH2:18][O:19][CH2:20]Cl)([CH3:16])[CH3:15]>C1COCC1>[Br:1][C:2]1[C:10]2[N:9]=[CH:8][N:7]([CH2:20][O:19][CH2:18][CH2:17][Si:14]([CH3:16])([CH3:15])[CH3:13])[C:6]=2[CH:5]=[CH:4][CH:3]=1 |f:1.2|. Procedure details: To a solution of 4-bromo-1H-benzo[d]imidazole (1.1 g, 5.6 mmol) in THF was added NaH (448 mg, 11.2 mmol) at 0° C. After stirring at for 30 minutes at room temperature 0° C., SEM-Cl (1.4 g, 8.4 mmol) was added to the mixture at 0° C. The mixture was then stirred at room temperature for 16 h, at which time TLC showed the completion of the reaction. The reaction was quenched by addition of aq. NH4Cl and the mixture extracted with ethyl acetate with the combined organic layers were dried over anhydr...